Dataset: the Open Reaction Database (ORD), a public repository of structured organic reaction records. Task: describe an organic reaction: reactants, conditions, products, and yield Reactants: C(C1=CC=CC=C1)OC1=C2CCCC(C2=CC=C1)C(=O)O (5-benzyloxy-1,2,3,4-tetrahydronaphthalene-1-carboxylic acid), N1(C=NC=C1)C1=CC=C(C=C1)CNC1=CC=C(C=C1)C(C)C ({[4-(imidazol-1-yl)phenyl]methyl}(4-isopropylphenyl)amine). The product is C(C1=CC=CC=C1)OC1=C2CCCC(C2=CC=C1)C(=O)N(C1=CC=C(C=C1)C(C)C)CC1=CC=C(C=C1)N1C=NC=C1 (5-benzyloxy-N-{[4-(imidazol-1-yl)phenyl]methyl-}-N-(4-isopropylphenyl)-1,2,3,4-tetrahydronaphthalene-1-carboxamide). The yield is 59.1%. Reaction SMILES: [CH2:1]([O:8][C:9]1[CH:18]=[CH:17][CH:16]=[C:15]2[C:10]=1[CH2:11][CH2:12][CH2:13][CH:14]2[C:19](O)=[O:20])[C:2]1[CH:7]=[CH:6][CH:5]=[CH:4][CH:3]=1.[N:22]1([C:27]2[CH:32]=[CH:31][C:30]([CH2:33][NH:34][C:35]3[CH:40]=[CH:39][C:38]([CH:41]([CH3:43])[CH3:42])=[CH:37][CH:36]=3)=[CH:29][CH:28]=2)[CH:26]=[CH:25][N:24]=[CH:23]1>>[CH2:1]([O:8][C:9]1[CH:18]=[CH:17][CH:16]=[C:15]2[C:10]=1[CH2:11][CH2:12][CH2:13][CH:14]2[C:19]([N:34]([CH2:33][C:30]1[CH:29]=[CH:28][C:27]([N:22]2[CH:26]=[CH:25][N:24]=[CH:23]2)=[CH:32][CH:31]=1)[C:35]1[CH:36]=[CH:37][C:38]([CH:41]([CH3:43])[CH3:42])=[CH:39][CH:40]=1)=[O:20])[C:2]1[CH:3]=[CH:4][CH:5]=[CH:6][CH:7]=1. Reported procedure: By the reaction and treatment in the same manner as in Example 12 using 5-benzyloxy-1,2,3,4-tetrahydronaphthalene-1-carboxylic acid (0.54 g) and {[4-(imidazol-1-yl)phenyl]methyl}(4-isopropylphenyl)amine (0.55 g) as starting materials, 5-benzyloxy-N-{[4-(imidazol-1-yl)phenyl]methyl-}-N-(4-isopropylphenyl)-1,2,3,4-tetrahydronaphthalene-1-carboxamide (0.62 g) was obtained. Starting materials: COC(=O)c1nccnc1SCc1ccncc1, CO, [Na+], [OH-]. The product is O=C(O)c1nccnc1SCc1ccncc1. RXN SMILES: [CH3:1][O:2][C:3](=[O:4])[c:5]1[n:6][cH:7][cH:8][n:9][c:10]1[S:11][CH2:12][c:13]1[cH:14][cH:15][n:16][cH:17][cH:18]1.[CH3:21][OH:22].[Na+:20].[OH-:19]>>[O:2]=[C:3]([OH:4])[c:5]1[n:6][cH:7][cH:8][n:9][c:10]1[S:11][CH2:12][c:13]1[cH:14][cH:15][n:16][cH:17][cH:18]1. The reactants are ClC1=C(C(=O)N2C=CC=3C(=NC=CC32)NC(=O)C3CC3)C(=CC(=C1)CO)Cl (N-{1-[2,6-dichloro-4-(hydroxymethyl)benzoyl]-1H-pyrrolo[3,2-c]pyridin-4-yl}cyclopropanecarboxamide), P(Br)(Br)Br (phosphorous tribromide). Run in ClCCl (dichloromethane), ClCCl (dichloromethane). Run at time 2 hour. The product is BrCC1=CC(=C(C(=O)N2C=CC=3C(=NC=CC32)NC(=O)C3CC3)C(=C1)Cl)Cl (N-{1-[4-(bromomethyl)-2,6-dichlorobenzoyl]-1H-pyrrolo[3,2-c]pyridin-4-yl}cyclopropane carboxamide). As a reaction SMILES: [Cl:1][C:2]1[CH:24]=[C:23]([CH2:25]O)[CH:22]=[C:21]([Cl:27])[C:3]=1[C:4]([N:6]1[C:14]2[CH:13]=[CH:12][N:11]=[C:10]([NH:15][C:16]([CH:18]3[CH2:20][CH2:19]3)=[O:17])[C:9]=2[CH:8]=[CH:7]1)=[O:5].P(Br)(Br)[Br:29]>ClCCl>[Br:29][CH2:25][C:23]1[CH:24]=[C:2]([Cl:1])[C:3]([C:4]([N:6]2[C:14]3[CH:13]=[CH:12][N:11]=[C:10]([NH:15][C:16]([CH:18]4[CH2:20][CH2:19]4)=[O:17])[C:9]=3[CH:8]=[CH:7]2)=[O:5])=[C:21]([Cl:27])[CH:22]=1. Reported procedure: A solution of N-{1-[2,6-dichloro-4-(hydroxymethyl)benzoyl]-1H-pyrrolo[3,2-c]pyridin-4-yl}cyclopropanecarboxamide (0.37 mmol) in dichloromethane was cooled to 0° C. and was treated dropwise with phosphorous tribromide (0.74 mmol). The reaction mixture was then stirred at room temperature for about 2 hours, diluted with dichloromethane and washed with saturated sodium bicarbonate solution. The organic layer was separated, dried over anhydrous sodium sulfate and concentrated to get N-{1-[4-(bromome...